From a dataset of the Open Reaction Database (ORD), a public repository of structured organic reaction records. describe an organic reaction: reactants, conditions, products, and yield Reactants: CC(C)(C)[Si](C)(C)Cl, CN(C)C=O, OCc1cccc(O)c1, c1c[nH]cn1. Yields the product CC(C)(C)[Si](C)(C)OCc1cccc(O)c1. RXN SMILES: [C:15]([CH3:16])([CH3:17])([CH3:18])[Si:19]([CH3:20])([CH3:21])[Cl:22].[O:23]=[CH:24][N:25]([CH3:26])[CH3:27].[OH:1][CH2:2][c:3]1[cH:4][cH:5][cH:6][c:7]([OH:8])[cH:9]1.[nH:10]1[cH:11][cH:12][n:13][cH:14]1>>[O:1]([CH2:2][c:3]1[cH:4][cH:5][cH:6][c:7]([OH:8])[cH:9]1)[Si:19]([C:15]([CH3:16])([CH3:17])[CH3:18])([CH3:20])[CH3:21]. Reactants: CC(=O)OC(C)=O, [Na], C1COCCO1, O, O=C(C=CO)c1cccc(C(F)(F)F)c1. Yields the product CC(=O)O, O=C(C=CO)c1cccc(C(F)(F)F)c1. Reaction SMILES: [CH3:23][C:24](=[O:25])[O:26][C:27](=[O:28])[CH3:29].[Na:1].[O:17]1[CH2:18][CH2:19][O:20][CH2:21][CH2:22]1.[OH2:30].[OH:2][CH:3]=[CH:4][C:5](=[O:6])[c:7]1[cH:8][c:9]([C:13]([F:14])([F:15])[F:16])[cH:10][cH:11][cH:12]1>>[CH3:23][C:24](=[O:25])[OH:26].[OH:2][CH:3]=[CH:4][C:5](=[O:6])[c:7]1[cH:8][c:9]([C:13]([F:14])([F:15])[F:16])[cH:10][cH:11][cH:12]1. The reactants are oligonucleotides, DNA, oligonucleotide, [Na+].[Cl-] (NaCl), C(C(CO)(CO)N)O.Cl (Tris-HCl), [Cl-].[K+] (KCl), [Mg+2].[Cl-].[Cl-] (MgCl2), C(CN(CC(=O)O)CC(=O)O)N(CC(=O)O)CC(=O)O (EDTA), C([C@H]([C@@H](CS)O)O)S (DTT), 5′ phosphate, CCCCCCCCCCCCOS(=O)(=O)[O-].[Na+] (SDS), oligonucleotides, OP(=S)([O-])[O-] (phosphorothiolate), oligonucleotides, oligonucleotide. Reaction conditions: time 8 hour. The product is DNA, C1(=CC=CC=C1)O.C(Cl)(Cl)Cl (phenol chloroform). As a reaction SMILES: OP([O-])([O-])=S.[CH2:6](O)C(N)(CO)CO.[ClH:14].[Cl-:15].[K+].[Mg+2].[Cl-:18].[Cl-].C(N(CC(O)=O)CC(O)=O)CN(CC(O)=O)CC(O)=O.C(S)[C@@H](O)[C@H](O)CS.[Na+].[Cl-].CCCCCC[CH2:56][CH2:57][CH2:58][CH2:59][CH2:60][CH2:61][O:62]S([O-])(=O)=O.[Na+]>>[C:61]1([OH:62])[CH:56]=[CH:57][CH:58]=[CH:59][CH:60]=1.[CH:6]([Cl:18])([Cl:15])[Cl:14] |f:1.2,3.4,5.6.7,10.11,12.13,14.15|. Procedure details: To further examine the ability of Topo65 to mediate ligation of DNAs containing 5′-briding phosphorothiolate near the 5′ end of the scissile strand, a vector was adapted with duplex oligonucleotides TCRIBamS/AS described in Example II. FIG. 6A depicts the linearized and oligonucleotide adapted vectors. T4 DNA ligase was then used to adapt the vector ends with TCRIBamS oligonucleotide and TCRIBamAS oligonucleotides that contained or lacked a 5′ phosphate. EcoRI-digested vector was incubated at 16... The reactants are COC=1C=C2C(=NC=NC2=CC1OC)OC1=CC=C(N)C=C1 (4-[(6,7-Dimethoxy-4-quinazolinyl)oxy]aniline), ClC(Cl)(OC(OC(Cl)(Cl)Cl)=O)Cl (triphosgene), C([O-])(O)=O.[Na+] (sodium bicarbonate), CCCCC(CCCC)O (5-nonanol). Solvent: C(C)N(CC)CC (triethylamine), C1(=CC=CC=C1)C (toluene), C(Cl)Cl (methylene chloride). The product is COC=1C=C2C(=NC=NC2=CC1OC)OC1=CC=C(C=C1)NC(OC(CCCC)CCCC)=O (1-Butylpentyl N-{4-[(6,7-dimethoxy-4-quinazolinyl)oxy]phenyl}carbamate). The yield is 50.9%. As a reaction SMILES: [CH3:1][O:2][C:3]1[CH:4]=[C:5]2[C:10](=[CH:11][C:12]=1[O:13][CH3:14])[N:9]=[CH:8][N:7]=[C:6]2[O:15][C:16]1[CH:22]=[CH:21][C:19]([NH2:20])=[CH:18][CH:17]=1.Cl[C:24](Cl)([O:26]C(=O)OC(Cl)(Cl)Cl)Cl.[CH3:35][CH2:36][CH2:37][CH2:38][CH:39]([OH:44])[CH2:40][CH2:41][CH2:42][CH3:43].C(=O)(O)[O-].[Na+]>C(Cl)Cl.C(N(CC)CC)C.C1(C)C=CC=CC=1>[CH3:1][O:2][C:3]1[CH:4]=[C:5]2[C:10](=[CH:11][C:12]=1[O:13][CH3:14])[N:9]=[CH:8][N:7]=[C:6]2[O:15][C:16]1[CH:22]=[CH:21][C:19]([NH:20][C:24](=[O:26])[O:44][CH:39]([CH2:40][CH2:41][CH2:42][CH3:43])[CH2:38][CH2:37][CH2:36][CH3:35])=[CH:18][CH:17]=1 |f:3.4|. Reported procedure: 4-[(6,7-Dimethoxy-4-quinazolinyl)oxy]aniline (50 mg) was added to toluene (5 ml), and triethylamine (0.5 ml), and the mixture was heated under reflux to prepare a solution. A solution of triphosgene (77 mg) in methylene chloride was then added thereto, and the mixture was heated under reflux for 10 min. Next, 5-nonanol (38 mg) was added thereto, and the mixture was further stirred with heating under reflux for 3 hr. A saturated aqueous sodium bicarbonate solution was added to stop the reaction, ... As a reaction SMILES: [Br:24][CH2:25][CH2:26][CH:27]([O:28][CH3:29])[O:30][CH3:31].[C:1]([c:2]1[cH:3][cH:4][cH:5][cH:6][cH:7]1)(=[O:8])[n:9]1[c:10](=[O:17])[nH:11][cH:12][c:13]([I:16])[c:14]1=[O:15].[K+:18].[K+:19].[O-:20][C:21]([O-:22])=[O:23].[O:33]=[CH:34][N:35]([CH3:36])[CH3:37].[OH2:32]>>[C:1]([c:2]1[cH:3][cH:4][cH:5][cH:6][cH:7]1)(=[O:8])[n:9]1[c:10](=[O:17])[n:11]([CH2:25][CH2:26][CH:27]([O:28][CH3:29])[O:30][CH3:31])[cH:12][c:13]([I:16])[c:14]1=[O:15]. The reactants are COC(CCBr)OC, O=C(c1ccccc1)n1c(=O)[nH]cc(I)c1=O, [K+], [K+], O=C([O-])[O-], CN(C)C=O, O. Product: COC(CCn1cc(I)c(=O)n(C(=O)c2ccccc2)c1=O)OC. Starting materials: S(O)(O)(=O)=O (sulphuric acid), C(=O)=O (carbon dioxide), BrC1=C(OC(C(C)=O)C)C=CC=C1 (3-(2-Bromophenoxy)-2-butanone). Solvent: CC(=O)C (acetone). Run at time 5 minute. Yields the product CC=1OC2=C(C1C)C=CC=C2Br (2,3-dimethyl-7-bromobenzofuran). Yield: 91.4%. As a reaction SMILES: S(=O)(=O)(O)O.C(=O)=O.[Br:9][C:10]1[CH:21]=[CH:20][CH:19]=[CH:18][C:11]=1[O:12][CH:13]([CH3:17])[C:14](=O)[CH3:15]>CC(C)=O>[CH3:17][C:13]1[O:12][C:11]2[C:10]([Br:9])=[CH:21][CH:20]=[CH:19][C:18]=2[C:14]=1[CH3:15]. Procedure details: 25 ml of concentrated sulphuric acid are introduced into a 100 ml three-necked flask equipped with a thermometer and a 10 ml dropping funnel and cooling is carried out to between -15 and 0° C. with a bath of solid carbon dioxide in acetone. 3-(2-Bromophenoxy)-2-butanone (5 g, 20.6 mmol) is added dropwise and stirring is continued for 5 min. The mixture is poured onto crushed ice and then extraction is carried out with ethyl acetate (3×80 ml). The organic phases are combined, dried over magnesium... Reactants: O1C(=NCC1)C1=CC=C(OC2CCN(CC2)C(=O)OC(C)(C)C)C=C1 (tert-butyl 4-[4-(4,5-dihydrooxazol-2-yl)-phenoxy]-piperidine-1-carboxylate), C(=O)(O)[O-].[Na+] (NaHCO3), ( 5/1 ), ClCCl.FC(C(=O)O)(F)F (dichloromethane trifluoroacetic acid). Reaction conditions: time 15 minute. Product: O1C(=NCC1)C1=CC=C(OC2CCNCC2)C=C1 (4-[4-(4,5-dihydrooxazol-2-yl)-phenoxy]-piperidine). Reaction SMILES: [O:1]1[CH2:5][CH2:4][N:3]=[C:2]1[C:6]1[CH:25]=[CH:24][C:9]([O:10][CH:11]2[CH2:16][CH2:15][N:14](C(OC(C)(C)C)=O)[CH2:13][CH2:12]2)=[CH:8][CH:7]=1.ClCCl.FC(F)(F)C(O)=O.C([O-])(O)=O.[Na+]>>[O:1]1[CH2:5][CH2:4][N:3]=[C:2]1[C:6]1[CH:7]=[CH:8][C:9]([O:10][CH:11]2[CH2:12][CH2:13][NH:14][CH2:15][CH2:16]2)=[CH:24][CH:25]=1 |f:1.2,3.4|. Procedure: 50 mg tert-butyl 4-[4-(4,5-dihydrooxazol-2-yl)-phenoxy]-piperidine-1-carboxylate are taken and mixed with 6 ml of a (5/1) dichloromethane/trifluoroacetic acid mixture. The reaction mixture is stirred at ambient temperature and after 15 min it is cautiously mixed with a saturated NaHCO3 solution. The organic phase is dried and evaporated to dryness. 20 mg (V-2) are obtained. Starting materials: O (water), C(=O)=C1CN(CC1)C(=O)OC(C)(C)C (tert-butyl 3-carbonylpyrrolidine-1-carboxylate), C[Mg]I (MeMgI). Solvent: C1CCOC1 (THF), C(C)OCC (diethyl ether). Conditions: time 3 hour. Product: OC1(CN(CC1)C(=O)OC(C)(C)C)C (tert-butyl 3-hydroxy-3-methyl-pyrrolidine-1-carboxylate). Reaction SMILES: [C:1](=[C:3]1[CH2:7][CH2:6][N:5]([C:8]([O:10][C:11]([CH3:14])([CH3:13])[CH3:12])=[O:9])[CH2:4]1)=O.C[Mg]I.[OH2:18]>C1COCC1.C(OCC)C>[OH:18][C:3]1([CH3:1])[CH2:7][CH2:6][N:5]([C:8]([O:10][C:11]([CH3:14])([CH3:13])[CH3:12])=[O:9])[CH2:4]1. Reported procedure: A solution of tert-butyl 3-carbonylpyrrolidine-1-carboxylate (11.17 g, 0.06 mol) in THF (45 mL) was slowly added to a solution of MeMgI (21.41 g, 0.129 mol) in diethyl ether. The reaction was conducted at −20° C. under stirring for 3 hours. A small amount of water was added to the reaction solution. The resulting reaction solution was filtered by suction. The filtrate was extracted with dichloromethane. The organic layer was dried over anhydrous sodium sulfate and filtered. The filtrate was conc... Product: CN1CCN(C)c2c(N)cccc2C1=O. Reactants: CO, CN1CCN(C)c2c(cccc2[N+](=O)[O-])C1=O. As a reaction SMILES: [CH3:18][OH:19].[CH3:1][N:2]1[CH2:3][CH2:4][N:5]([CH3:17])[C:6](=[O:16])[c:7]2[c:8]1[c:9]([N+:13]([O-:14])=[O:15])[cH:10][cH:11][cH:12]2>>[CH3:1][N:2]1[CH2:3][CH2:4][N:5]([CH3:17])[C:6](=[O:16])[c:7]2[c:8]1[c:9]([NH2:13])[cH:10][cH:11][cH:12]2.